This data is from the Open Reaction Database (ORD), a public repository of structured organic reaction records. The task is: describe an organic reaction: reactants, conditions, products, and yield The reactants are C(C)(=O)C=1C=CC=2N(C1)N=NN2 (6-Acetyl tetrazolo[1,5-a] pyridine), Br.C(C)(=O)O (HBr acetic acid), Br.C(C)(=O)O (HBr acetic acid), ClCCl (dichloromethane), BrN1C(CCC1=O)=O (N-bromosuccinimide), C(Cl)Cl (CH2Cl2). The solvent is C(C)(=O)OCC (ethyl acetate), C(C)(=O)O (acetic acid), Hexanes. Conditions: time 30 minute. Product: BrCC(=O)C=1C=CC=2N(C1)N=NN2 (6-Bromoacetyltetrazolo[1,5-a] pyridine). As a reaction SMILES: [C:1]([C:4]1[CH:5]=[CH:6][C:7]2[N:8]([N:10]=[N:11][N:12]=2)[CH:9]=1)(=[O:3])[CH3:2].Br.C(O)(=O)C.[Br:18]N1C(=O)CCC1=O.ClCCl>C(O)(=O)C.C(OCC)(=O)C>[Br:18][CH2:2][C:1]([C:4]1[CH:5]=[CH:6][C:7]2[N:8]([N:10]=[N:11][N:12]=2)[CH:9]=1)=[O:3] |f:1.2|. Procedure details: 6-Acetyl tetrazolo[1,5-a] pyridine (10 g, 62 mmol) in acetic acid (160 mL) was treated with 30% HBr/acetic acid (14.7 mL, 247 mmol) at 0° C. N-bromosuccinimide (11 g, 62 mmol) was slowly added and the reaction stirred for 30 minutes. Another 4 equivalents of 30% HBr/acetic acid (14.7 mL, 247 mmol) was slowly added and the reaction was allowed to warm to room temperature. After 3 hours, the reaction was diluted with ethyl acetate (500 mL) and washed with water (3×300 mL). The organic layer was dr... The reactants are C1(=CC=CC=C1)CCN1C(NC2=C(C1=O)C=CS2)=O (3-(2-phenylethyl)thieno[2,3-d]pyrimidine-2,4(1H,3H)-dione), BrCC1=CC=C(C=C1)C=1C(=CC=CC1)C#N (4′-(bromomethyl)biphenyl-2-carbonitrile), C([O-])([O-])=O.[K+].[K+] (potassium carbonate). Run in C(C)#N (acetonitrile). Run at time 2 hour. Product: O=C1N(C(C2=C(N1CC1=CC=C(C=C1)C=1C(=CC=CC1)C#N)SC=C2)=O)CCC2=CC=CC=C2 (4′-{[2,4-dioxo-3-(2-phenylethyl)-3,4-dihydrothieno[2,3-d]pyrimidin-1(2H)-yl]methyl}biphenyl-2-carbonitrile). Isolated yield 97.2%. Reaction SMILES: [C:1]1([CH2:7][CH2:8][N:9]2[C:14](=[O:15])[C:13]3[CH:16]=[CH:17][S:18][C:12]=3[NH:11][C:10]2=[O:19])[CH:6]=[CH:5][CH:4]=[CH:3][CH:2]=1.Br[CH2:21][C:22]1[CH:27]=[CH:26][C:25]([C:28]2[C:29]([C:34]#[N:35])=[CH:30][CH:31]=[CH:32][CH:33]=2)=[CH:24][CH:23]=1.C(=O)([O-])[O-].[K+].[K+]>C(#N)C>[O:19]=[C:10]1[N:11]([CH2:21][C:22]2[CH:23]=[CH:24][C:25]([C:28]3[C:29]([C:34]#[N:35])=[CH:30][CH:31]=[CH:32][CH:33]=3)=[CH:26][CH:27]=2)[C:12]2[S:18][CH:17]=[CH:16][C:13]=2[C:14](=[O:15])[N:9]1[CH2:8][CH2:7][C:1]1[CH:6]=[CH:5][CH:4]=[CH:3][CH:2]=1 |f:2.3.4|. Reported procedure: A mixture of 3-(2-phenylethyl)thieno[2,3-d]pyrimidine-2,4(1H,3H)-dione (2.9 g), 4′-(bromomethyl)biphenyl-2-carbonitrile (3.2 g), potassium carbonate (2.9 g) and acetonitrile (150 mL) was stirred at room temperature for 2 hr. Insoluble material was filtered off, and the filtrate was concentrated. The obtained residue was purified by silica gel column chromatography to give the title compound as a pale-yellow solid (4.8 g, 97%). Reactants: FC1=CC(=C(C=C1)B(O)O)C ((4-fluoro-2-methylphenyl)boronic acid), ClC1=NC2=CC=C(C=C2N=C1N(C(C)C)C)C(=O)OC (methyl 2-chloro-3-[methyl(propan-2-yl)amino]quinoxaline-6-carboxylate), [O-]P(=O)([O-])[O-].[K+].[K+].[K+] (K3PO4). The reagents and catalysts are O (water), C=1C=CC(=CC1)[P](C=2C=CC=CC2)(C=3C=CC=CC3)[Pd]([P](C=4C=CC=CC4)(C=5C=CC=CC5)C=6C=CC=CC6)([P](C=7C=CC=CC7)(C=8C=CC=CC8)C=9C=CC=CC9)[P](C=1C=CC=CC1)(C=1C=CC=CC1)C=1C=CC=CC1 (Pd(PPh3)4). Run in O1CCOCC1 (dioxane). Conditions: temperature 95 celsius, time 1 hour. The product is FC1=CC(=C(C=C1)C1=NC2=CC=C(C=C2N=C1N(C)C(C)C)C(=O)OC)C (methyl 2-(4-fluoro-2-methylphenyl)-3-(isopropyl(methyl)amino)quinoxaline-6-carboxylate). Yield: 42.4%. RXN SMILES: [F:1][C:2]1[CH:7]=[CH:6][C:5](B(O)O)=[C:4]([CH3:11])[CH:3]=1.Cl[C:13]1[C:22]([N:23]([CH3:27])[CH:24]([CH3:26])[CH3:25])=[N:21][C:20]2[C:15](=[CH:16][CH:17]=[C:18]([C:28]([O:30][CH3:31])=[O:29])[CH:19]=2)[N:14]=1.[O-]P([O-])([O-])=O.[K+].[K+].[K+]>O1CCOCC1.O.C1C=CC([P]([Pd]([P](C2C=CC=CC=2)(C2C=CC=CC=2)C2C=CC=CC=2)([P](C2C=CC=CC=2)(C2C=CC=CC=2)C2C=CC=CC=2)[P](C2C=CC=CC=2)(C2C=CC=CC=2)C2C=CC=CC=2)(C2C=CC=CC=2)C2C=CC=CC=2)=CC=1>[F:1][C:2]1[CH:7]=[CH:6][C:5]([C:13]2[C:22]([N:23]([CH:24]([CH3:26])[CH3:25])[CH3:27])=[N:21][C:20]3[C:15](=[CH:16][CH:17]=[C:18]([C:28]([O:30][CH3:31])=[O:29])[CH:19]=3)[N:14]=2)=[C:4]([CH3:11])[CH:3]=1 |f:2.3.4.5,^1:50,52,71,90|. Procedure details: To a solution of (4-fluoro-2-methylphenyl)boronic acid (158 mg, 1.03 mmol) in dioxane (5.0 mL) and water (3 drops) was added methyl 2-chloro-3-[methyl(propan-2-yl)amino]quinoxaline-6-carboxylate (100 mg, 0.34 mmol), K3PO4 (215 mg, 1.01 mmol) and Pd(PPh3)4 (20 mg, 0.02 mmol), and the reaction was stirred for 1 hour at 95° C. under an inert atmosphere of nitrogen. The reaction mixture was concentrated in vacuo to provide a residue, which was purified via silica gel column chromatography (2% ethyl ... The reactants are BrC1=CN=C(C=2N1C=CN2)Br (5,8-dibromo-imidazo[1,2-a]pyrazine), C(C)(C)N1CCN(CC1)C1=CC=C(C=C1)N (4-(4-isopropyl-piperazin-1-yl)-phenylamine), C(C)(C)N(CC)C(C)C (diisopropylethylamine). The yield is 43.1%. Yields the product BrC1=CN=C(C=2N1C=CN2)NC2=CC=C(C=C2)N2CCN(CC2)C(C)C ((5-Bromo-imidazo[1,2-a]pyrazin-8-yl)-[4-(4-isopropyl-piperazin-1-yl)-phenyl]-amine). As a reaction SMILES: [Br:1][C:2]1[N:7]2[CH:8]=[CH:9][N:10]=[C:6]2[C:5](Br)=[N:4][CH:3]=1.[CH:12]([N:15]1[CH2:20][CH2:19][N:18]([C:21]2[CH:26]=[CH:25][C:24]([NH2:27])=[CH:23][CH:22]=2)[CH2:17][CH2:16]1)([CH3:14])[CH3:13].C(N(C(C)C)CC)(C)C>>[Br:1][C:2]1[N:7]2[CH:8]=[CH:9][N:10]=[C:6]2[C:5]([NH:27][C:24]2[CH:23]=[CH:22][C:21]([N:18]3[CH2:17][CH2:16][N:15]([CH:12]([CH3:14])[CH3:13])[CH2:20][CH2:19]3)=[CH:26][CH:25]=2)=[N:4][CH:3]=1. Reported procedure: A solution of 5,8-dibromo-imidazo[1,2-a]pyrazine (0.134 g, 0.48 mmol), 4-(4-isopropyl-piperazin-1-yl)-phenylamine (0.118 g, 0.54 mmol) and diisopropylethylamine (0.093 mL, 0.54 mmol) is stirred at 90° C. for 18 hours. The reaction mixture is concentrated in vacuo and partitioned between DCM and sat. NaHCO3. The organic layer is washed with brine, dried over MgSO4, filtered and concentrated. The residue is purified by silica gel column chromatography eluting with 98:2 DCM:MeOH to afford the title...